Task: describe an organic reaction: reactants, conditions, products, and yield. Dataset: the Open Reaction Database (ORD), a public repository of structured organic reaction records Reactants: [Al+3], [Al], C1CCOC1, CO, CC(C)(C)OC(=O)c1cc(Oc2ccc3nc(NCC4CCCCC4)sc3c2)ccn1, [H-], [H-], [H-], [H-], [Li+], [Na+], [OH-], O. Yields the product OCc1cc(Oc2ccc3nc(NCC4CCCCC4)sc3c2)ccn1. As a reaction SMILES: [Al+3:33].[Al:40].[CH2:41]1[O:42][CH2:43][CH2:44][CH2:45]1.[CH3:47][OH:48].[CH:1]1([CH2:7][NH:8][c:9]2[s:10][c:11]3[c:12]([n:13]2)[cH:14][cH:15][c:16]([O:18][c:19]2[cH:20][c:21]([C:25](=[O:26])[O:27][C:28]([CH3:29])([CH3:30])[CH3:31])[n:22][cH:23][cH:24]2)[cH:17]3)[CH2:2][CH2:3][CH2:4][CH2:5][CH2:6]1.[H-:32].[H-:35].[H-:36].[H-:37].[Li+:34].[Na+:39].[OH-:38].[OH2:46]>>[CH:1]1([CH2:7][NH:8][c:9]2[s:10][c:11]3[c:12]([n:13]2)[cH:14][cH:15][c:16]([O:18][c:19]2[cH:20][c:21]([CH2:25][OH:26])[n:22][cH:23][cH:24]2)[cH:17]3)[CH2:2][CH2:3][CH2:4][CH2:5][CH2:6]1.